Dataset: the Open Reaction Database (ORD), a public repository of structured organic reaction records. Task: describe an organic reaction: reactants, conditions, products, and yield Reactants: OCCCCOC1=CC=C(C(=O)O)C=C1 (4-(4'-Hydroxybutoxy)benzoic acid), C(C=C)(=O)O (acrylic acid), C1(O)=CC=C(O)C=C1 (hydroquinone), C1(=CC=C(C=C1)S(=O)(=O)O)C (p-toluenesulfonic acid). Run in ClC(C)(Cl)Cl (1,1,1-trichloroethane), petroleum ether. The product is C(C=C)(=O)OCCCCOC1=CC=C(C(=O)O)C=C1 (4-(4'-Acryloxybutoxy)benzoic acid). RXN SMILES: [OH:1][CH2:2][CH2:3][CH2:4][CH2:5][O:6][C:7]1[CH:15]=[CH:14][C:10]([C:11]([OH:13])=[O:12])=[CH:9][CH:8]=1.[C:16](O)(=[O:19])[CH:17]=[CH2:18].C1(C=CC(O)=CC=1)O.C1(C)C=CC(S(O)(=O)=O)=CC=1>ClC(Cl)(Cl)C>[C:16]([O:1][CH2:2][CH2:3][CH2:4][CH2:5][O:6][C:7]1[CH:15]=[CH:14][C:10]([C:11]([OH:13])=[O:12])=[CH:9][CH:8]=1)(=[O:19])[CH:17]=[CH2:18]. Procedure: A solution of (1) (282 g; 1.34 mol), freshly distilled acrylic acid (230 ml; 3.35 mol), hydroquinone (1.9 g) and p-toluenesulfonic acid (23.7 g) in 1,1,1-trichloroethane (1.1 l) is refluxed for 10 hours. The reaction mixture is cooled to from 60° to 70° C. and stirred into 2.5 l of petroleum ether, and the precipitate is filtered off, washed with petroleum ether and dried at room temperature under reduced pressure for 24 hours. Starting materials: C(N)(OCC1=CC=CC=C1)=O (benzyl carbamate), ON1N=NC2=C1C=CC=C2 (1-hydroxybenzotriazole), CN1CCOCC1 (N-methylmorpholine), C(C)N=C=NCCCN(C)C (1-ethyl-3-(3-dimethylaminopropyl)carbodiimide), C(C)(C)(C)OC(=O)[C@@H](C\C=C\C1=CC=CC=C1)[C@H](C(=O)O)CC(C)C ((E)-2(R)-[1(S)-(tert-butoxycarbonyl)-4-phenyl-3-butenyl]-4-methylvaleric acid). Run in CN(C=O)C (dimethylformamide). Conditions: time 8 hour. Product: C(C)(C)(C)OC(=O)[C@@H](CCCC1=CC=CC=C1)[C@H](C(=O)NN)CC(C)C (2(R)-[1(S)-(tert-butoxycarbonyl)-4-phenylbutyl]-4-methylvalerohydrazide). Isolated yield 87.6%. Reaction SMILES: [C:1]([O:5][C:6]([C@H:8]([C@@H:18]([CH2:22][CH:23]([CH3:25])[CH3:24])[C:19](O)=[O:20])[CH2:9]/[CH:10]=[CH:11]/[C:12]1[CH:17]=[CH:16][CH:15]=[CH:14][CH:13]=1)=[O:7])([CH3:4])([CH3:3])[CH3:2].C(=O)(OCC1C=CC=CC=1)N.O[N:38]1C2C=CC=CC=2N=[N:39]1.CN1CCOCC1.C(N=C=NCCCN(C)C)C>CN(C)C=O>[C:1]([O:5][C:6]([C@H:8]([C@@H:18]([CH2:22][CH:23]([CH3:25])[CH3:24])[C:19]([NH:38][NH2:39])=[O:20])[CH2:9][CH2:10][CH2:11][C:12]1[CH:17]=[CH:16][CH:15]=[CH:14][CH:13]=1)=[O:7])([CH3:4])([CH3:3])[CH3:2]. Reported procedure: A solution of 19 g of (E)-2(R)-[1(S)-(tert-butoxycarbonyl)-4-phenyl-3-butenyl]-4-methylvaleric acid in 220 ml of dimethylformamide was cooled to 0° C. and was treated in succession with 9.22 g of benzyl carbamate, 8.43 g of 1-hydroxybenzotriazole, 7.05 ml of N-methylmorpholine and 11.7 g of 1-ethyl-3-(3-dimethylaminopropyl)carbodiimide. The mixture was allowed to warm to room temperature and was then stirred overnight. The solvent was evaporated and the residue was partitioned between ethyl acet...